This data is from the Open Reaction Database (ORD), a public repository of structured organic reaction records. The task is: describe an organic reaction: reactants, conditions, products, and yield Starting materials: C(C)C(CNCC1=CC=C(S1)C=1C=C2C(=CNC2=C(C1)C(=O)N)C1CCN(CC1)S(=O)(=O)CC)CC (5-(5-{[(2-ethylbutyl)amino]methyl}-2-thienyl)-3-[1-(ethylsulfonyl)-4-piperidinyl]-1H-indole-7-carboxamide), [BH3-]C#N.[Na+] (NaCNBH3), C(=O)C1=CC=C(S1)B(O)O ((5-formyl-2-thienyl)boronic acid), COCCCN ([3-(methyloxy)propyl]amine). Yields the product COCCCNCC1=CC=C(S1)B(O)O ([5-({[3-(methyloxy)propyl]amino}methyl)-2-thienyl]boronic acid). The yield is 40.9%. Reaction SMILES: C(C(CC)CNCC1SC(C2C=C3C(=C(C(N)=O)C=2)NC=C3C2CCN(S(CC)(=O)=O)CC2)=CC=1)C.[CH:37]([C:39]1[S:43][C:42]([B:44]([OH:46])[OH:45])=[CH:41][CH:40]=1)=O.[CH3:47][O:48][CH2:49][CH2:50][CH2:51][NH2:52].[BH3-]C#N.[Na+]>>[CH3:47][O:48][CH2:49][CH2:50][CH2:51][NH:52][CH2:37][C:39]1[S:43][C:42]([B:44]([OH:46])[OH:45])=[CH:41][CH:40]=1 |f:3.4|. Reported procedure: Following the general procedure of 5-(5-{[(2-ethylbutyl)amino]methyl}-2-thienyl)-3-[1-(ethylsulfonyl)-4-piperidinyl]-1H-indole-7-carboxamide, (5-formyl-2-thienyl)boronic acid (50 mg, 0.32 mmol), [3-(methyloxy)propyl]amine (29 mg, 0.32 mmol), and NaCNBH3 (40 mg, 0.64 mmol) were reacted to give 30 mg of crude [5-({[3-(methyloxy)propyl]amino}methyl)-2-thienyl]boronic acid. The crude [5-({[3-(methyloxy)propyl]amino}methyl)-2-thienyl]boronic acid was then reacted with 5-bromo-3-[1-(ethylsulfonyl)-4-p... Reactants: CCn1c(=O)oc(=O)c2ccccc21, CCN1C(=O)C2CCCN2C(=O)c2ccccc21, CO, Cl, O=C(O)C1CCCN1. Yields the product CCN1C(=O)C2CCCN2Cc2ccccc21. RXN SMILES: [CH2:19]([n:20]1[c:21](=[O:22])[o:23][c:24](=[O:25])[c:26]2[cH:27][cH:28][cH:29][cH:30][c:31]12)[CH3:32].[CH2:1]([CH3:2])[N:3]1[C:4](=[O:18])[CH:5]2[N:6]([C:7](=[O:14])[c:8]3[c:9]1[cH:10][cH:11][cH:12][cH:13]3)[CH2:15][CH2:16][CH2:17]2.[CH3:42][OH:43].[ClH:41].[OH:33][C:34]([CH:35]1[NH:36][CH2:37][CH2:38][CH2:39]1)=[O:40]>>[CH2:1]([CH3:2])[N:3]1[C:4](=[O:18])[CH:5]2[N:6]([CH2:7][c:8]3[c:9]1[cH:10][cH:11][cH:12][cH:13]3)[CH2:15][CH2:16][CH2:17]2.